This data is from the Open Reaction Database (ORD), a public repository of structured organic reaction records. The task is: describe an organic reaction: reactants, conditions, products, and yield Reactants: ClC1=CC=C2C(=C1)N(CC21CCNCC1)C1=C(C=CC=C1)[N+](=O)[O-] (6-chloro-1-(2-nitrophenyl)spiro[indoline-3,4'-piperidine]), C(\C=C/C(=O)O)(=O)O.ClC1=CC=C2C(=C1)N(CC21CCNCC1)C1=C(C=CC=C1)[N+](=O)[O-] (6-chloro-1-(2-nitrophenyl)spiro[indoline-3,4'-piperidine] maleate), C(C)O (ethyl alcohol), Cl (hydrochloric acid). The reagents and catalysts are [Fe] (iron). Run in O (water). Yields the product Cl.Cl.NC1=C(C=CC=C1)N1CC2(CCNCC2)C2=CC=C(C=C12)Cl (1-(2-aminophenyl)-6-chlorospiro[indoline-3,4'-piperidine] dihydrochloride). As a reaction SMILES: [Cl:1][C:2]1[CH:7]=[C:6]2[N:8]([C:16]3[CH:21]=[CH:20][CH:19]=[CH:18][C:17]=3[N+:22]([O-])=O)[CH2:9][C:10]3([CH2:15][CH2:14][NH:13][CH2:12][CH2:11]3)[C:5]2=[CH:4][CH:3]=1.C(O)(=O)/C=C\C(O)=O.[Cl:33]C1C=C2N(C3C=CC=CC=3[N+]([O-])=O)CC3(CCNCC3)C2=CC=1.C(O)C.Cl>[Fe].O>[ClH:1].[ClH:33].[NH2:22][C:17]1[CH:18]=[CH:19][CH:20]=[CH:21][C:16]=1[N:8]1[C:6]2[C:5](=[CH:4][CH:3]=[C:2]([Cl:1])[CH:7]=2)[C:10]2([CH2:15][CH2:14][NH:13][CH2:12][CH2:11]2)[CH2:9]1 |f:1.2,7.8.9|. Procedure details: A mixture of 2.1 g of 6-chloro-1-(2-nitrophenyl)spiro[indoline-3,4'-piperidine], free base of Example 33, 95 ml of 95% ethyl alcohol, 7.5 ml of water and 4.4 g of iron powder is acidified with 0.2 ml of concentrated hydrochloric acid and then refluxed under nitrogen for 10 minutes. Thereafter, the mixture is permitted to cool before being filtered through celite. The filtrate is concentrated under vacuum leaving an oily residue which is basified. The alkaline mixture is extracted with ether and ... The reactants are C1=CC=CC=C1 (Benzene), C(C=CC1=CC=CC=C1)(=O)Cl (cinnamoyl chloride), [Cl-].[Al+3].[Cl-].[Cl-] (aluminium chloride). Run in C(=S)=S (carbon disulfide). Product: C(C=CC1=CC=CC=C1)(=O)C1=CC=CC=C1 (Cinnamoylbenzene). Reaction SMILES: [CH:1]1[CH:6]=[CH:5][CH:4]=[CH:3][CH:2]=1.[C:7](Cl)(=[O:16])[CH:8]=[CH:9][C:10]1[CH:15]=[CH:14][CH:13]=[CH:12][CH:11]=1.[Cl-].[Al+3].[Cl-].[Cl-]>C(=S)=S>[C:7]([C:1]1[CH:6]=[CH:5][CH:4]=[CH:3][CH:2]=1)(=[O:16])[CH:8]=[CH:9][C:10]1[CH:15]=[CH:14][CH:13]=[CH:12][CH:11]=1 |f:2.3.4.5|. Reported procedure: Benzene (1 mL), cinnamoyl chloride (0.160 mg), and aluminium chloride (150 mg) were reacted in carbon disulfide (5 mL) at from 0° C. to room temperature for 2 hours. The resultant was treated in the same manner as described in Example 1 to obtain the title compound (35 mg).